From a dataset of the Open Reaction Database (ORD), a public repository of structured organic reaction records. describe an organic reaction: reactants, conditions, products, and yield Reactants: 420, [H-].[Na+] (sodium hydride), C(CCCCCCCCCCCCCCCCC)N(CCCCCCCCCCCCCCCCCC)C1=C(C=O)C=CC=C1 (N,N-dioctadecylaminobenzaldehyde), ice, CS(=O)(=O)C1=CC=C(CP(OCC)(OCC)=O)C=C1 (diethyl 4-methylsulfonylbenzylphosphonate). Run in COCCOC (1,2-dimethoxyethane), COCCOC (1,2-dimethoxyethane). The product is C(CCCCCCCCCCCCCCCCC)N(C1=CC=C(C=C1)C=CC1=CC=C(C=C1)S(=O)(=O)C)CCCCCCCCCCCCCCCCCC (4-Dioctadecylamino-4'-methylsulfonylstilbene). The yield is 101.5%. RXN SMILES: [H-].[Na+].C([N:21]([C:40]1[CH:47]=[CH:46][CH:45]=[CH:44][C:41]=1[CH:42]=O)[CH2:22][CH2:23][CH2:24][CH2:25][CH2:26][CH2:27][CH2:28][CH2:29][CH2:30][CH2:31][CH2:32][CH2:33][CH2:34][CH2:35][CH2:36][CH2:37][CH2:38][CH3:39])CCCCCCCCCCCCCCCCC.[CH3:48][S:49]([C:52]1[CH:66]=[CH:65][C:55]([CH2:56]P(=O)(OCC)OCC)=[CH:54][CH:53]=1)(=[O:51])=[O:50]>COCCOC>[CH2:22]([N:21]([CH2:40][CH2:47][CH2:46][CH2:45][CH2:44][CH2:41][CH2:42][CH2:32][CH2:31][CH2:30][CH2:29][CH2:28][CH2:27][CH2:26][CH2:25][CH2:24][CH2:23][CH3:22])[C:46]1[CH:47]=[CH:40][C:41]([CH:42]=[CH:56][C:55]2[CH:54]=[CH:53][C:52]([S:49]([CH3:48])(=[O:50])=[O:51])=[CH:66][CH:65]=2)=[CH:44][CH:45]=1)[CH2:23][CH2:24][CH2:25][CH2:26][CH2:27][CH2:28][CH2:29][CH2:30][CH2:31][CH2:32][CH2:33][CH2:34][CH2:35][CH2:36][CH2:37][CH2:38][CH3:39] |f:0.1|. Procedure details: To a solution of 420 mG of 60% sodium hydride dispersion (0.011 mol), 6.26 g (0.01 mol) of N,N-dioctadecylaminobenzaldehyde and 40 mL of dry, freshly distilled 1,2-dimethoxyethane (DME) under nitrogen, at room temperature, with vigorous stirring, was added a solution of 3.06 g (0.01 mol) of diethyl 4-methylsulfonylbenzylphosphonate in 10 mL 1,2-dimethoxyethane. The mixture immediately turned bright yellow. The reaction mixture was heated at reflux for 2 hours. After cooling, the bright yellow so... The reactants are fatty acid, C(C(O)C)(=O)O (lactic acid), O (water), O (water). The product is C([C@H]([C@@H]([C@@H]([C@H](CO)O)O)O)O)O (dulcitol). RXN SMILES: [C:1]([OH:6])(=O)[CH:2]([CH3:4])[OH:3].[OH2:7]>>[CH2:4]([OH:7])[C@@H:2]([OH:3])[C@H:1]([OH:6])[C@H:4]([OH:7])[C@@H:2]([OH:3])[CH2:1][OH:6]. Procedure details: It appeared that the fatty acid soap could be well acidified with 3-5 parts by weight of lactic acid per 100 parts by weight of reaction product. In example XXIII poorly water-soluble crystals of non-esterified dulcitol, which formed in the first water extraction, are eliminated by filtration. Starting materials: CC(C)(C)OC(=O)NC(Cc1ccc(OC(C)(C)C)cc1)C(=O)O, CC(C)(C)C(=O)Cl, CN1CCOCC1, CCOC(C)=O, C1CCOC1, CSCCC(N)C(=O)NCCCc1ccccc1. Product: CSCCC(NC(=O)C(Cc1ccc(OC(C)(C)C)cc1)NC(=O)OC(C)(C)C)C(=O)NCCCc1ccccc1. Reaction SMILES: [C:15]([CH3:16])([CH3:17])([CH3:18])[O:19][C:20](=[O:21])[NH:22][CH:23]([CH2:24][c:25]1[cH:26][cH:27][c:28]([O:31][C:32]([CH3:33])([CH3:34])[CH3:35])[cH:29][cH:30]1)[C:36](=[O:37])[OH:38].[C:8]([Cl:9])(=[O:10])[C:11]([CH3:12])([CH3:13])[CH3:14].[CH3:1][N:2]1[CH2:3][CH2:4][O:5][CH2:6][CH2:7]1.[CH3:62][CH2:63][O:64][C:65](=[O:66])[CH3:67].[O:57]1[CH2:58][CH2:59][CH2:60][CH2:61]1.[c:39]1([CH2:45][CH2:46][CH2:47][NH:48][C:49]([CH:50]([NH2:51])[CH2:52][CH2:53][S:54][CH3:55])=[O:56])[cH:40][cH:41][cH:42][cH:43][cH:44]1>>[C:15]([CH3:16])([CH3:17])([CH3:18])[O:19][C:20](=[O:21])[NH:22][CH:23]([CH2:24][c:25]1[cH:26][cH:27][c:28]([O:31][C:32]([CH3:33])([CH3:34])[CH3:35])[cH:29][cH:30]1)[C:36](=[O:38])[NH:51][CH:50]([C:49]([NH:48][CH2:47][CH2:46][CH2:45][c:39]1[cH:40][cH:41][cH:42][cH:43][cH:44]1)=[O:56])[CH2:52][CH2:53][S:54][CH3:55]. The reactants are C(#N)C1=C(C=C2NC(C(N(C2=C1)O)=O)=O)C(F)(F)F (7-cyano-1-hydroxy-6-trifluoromethylquinoxaline 2,3(1H,4H)-dione), P(=O)([O-])([O-])[O-] (phosphate), IC (iodomethane). Solvent: C(C)O (ethanol). Reaction conditions: time 8 hour. The product is C(#N)C1=C(C=C2NC(C(N(C2=C1)OC)=O)=O)C(F)(F)F (7-cyano-1-methoxy-6-trifluoromethylquinoxaline-2,3(1H,4H)-dione). The yield is 63.4%. RXN SMILES: [C:1]([C:3]1[CH:12]=[C:11]2[C:6]([NH:7][C:8](=[O:15])[C:9](=[O:14])[N:10]2[OH:13])=[CH:5][C:4]=1[C:16]([F:19])([F:18])[F:17])#[N:2].P([O-])([O-])([O-])=O.I[CH3:26]>C(O)C>[C:1]([C:3]1[CH:12]=[C:11]2[C:6]([NH:7][C:8](=[O:15])[C:9](=[O:14])[N:10]2[O:13][CH3:26])=[CH:5][C:4]=1[C:16]([F:19])([F:17])[F:18])#[N:2]. Reported procedure: To a solution of 0.3 g (1.1- mmol) 7-cyano-1-hydroxy-6-trifluoromethylquinoxaline 2,3(1H,4H)-dione in 30 ml ethanol was added 15 ml 0.5M phosphate buffer pH 7.4. The mixture was added 1 ml (16 mmol) iodomethane, and then stirred overnight. The reaction mixture was evaporated, and the residue was stirred with water to give a precipitate. Recrystallization (dimethylformamide-water) gave 0.2 g (63%) of 7-cyano-1-methoxy-6-trifluoromethylquinoxaline-2,3(1H,4H)-dione. M.p. 250° C. decomp. 1H-NMR (DMS... Reactants: C(CCCCCCCCC)(=O)NCC(=O)O (N-decanoylglycine), OO (hydrogen peroxide). Run in CS(=O)(=O)O (methanesulfonic acid), CS(=O)(=O)O (methanesulfonic acid). The product is C(CCCCCCCCC)(=O)NCC(=O)OO (N-Decanoylaminoperoxyacetic acid), C(CCCCCCCCC)(=O)NCC(=O)O (N-decanoylglycine), OO (hydrogen peroxide). Reported procedure: N-Decanoylaminoperoxyacetic acid was prepared by reaction of N-decanoylglycine with hydrogen peroxide in methanesulfonic acid according to the procedure described in Example II. From 22.9 g (0.100 mol) of N-decanoylglycine and 17.0 g (0.500 mol) of hydrogen peroxide in 50 mL methanesulfonic acid was obtained 22.4 g of peroxyacid having an AvO of 6.06% (theoretical yield=24.5 g having an AvO of 6.53%), mp 75°-80° C. (melts with gas evolution). As a reaction SMILES: [C:1]([NH:12][CH2:13][C:14]([OH:16])=[O:15])(=[O:11])[CH2:2][CH2:3][CH2:4][CH2:5][CH2:6][CH2:7][CH2:8][CH2:9][CH3:10].[OH:17][OH:18]>CS(O)(=O)=O>[C:1]([NH:12][CH2:13][C:14]([O:16][OH:17])=[O:15])(=[O:11])[CH2:2][CH2:3][CH2:4][CH2:5][CH2:6][CH2:7][CH2:8][CH2:9][CH3:10].[C:1]([NH:12][CH2:13][C:14]([OH:16])=[O:15])(=[O:11])[CH2:2][CH2:3][CH2:4][CH2:5][CH2:6][CH2:7][CH2:8][CH2:9][CH3:10].[OH:17][OH:18]. The reactants are C(C(C)C)C1=CC=C(C=C1)C(CCCCC)=O (4'-isobutylhexanophenone), [BH4-].[Na+] (sodium borohydride), Cl (hydrochloric acid), ice water. The solvent is CC(C)O (2-propanol). Reaction conditions: temperature 50 celsius, time 6 hour. The product is C(C(C)C)C1=CC=C(C=C1)C(CCCCC)O (1-(4-isobutylphenyl)hexan-1-ol). Yield: 88.0%. Reaction SMILES: [CH2:1]([C:5]1[CH:10]=[CH:9][C:8]([C:11](=[O:17])[CH2:12][CH2:13][CH2:14][CH2:15][CH3:16])=[CH:7][CH:6]=1)[CH:2]([CH3:4])[CH3:3].[BH4-].[Na+].Cl>CC(O)C>[CH2:1]([C:5]1[CH:6]=[CH:7][C:8]([CH:11]([OH:17])[CH2:12][CH2:13][CH2:14][CH2:15][CH3:16])=[CH:9][CH:10]=1)[CH:2]([CH3:4])[CH3:3] |f:1.2|. Procedure: To a solution of 4'-isobutylhexanophenone (10.5 g) in 2-propanol (60 ml) was added sodium borohydride (2.05 g), and the mixture was stirred at 50° C. for 6 hours. The mixture was poured into ice water and acidified with 6N hydrochloric acid. The aqueous solution was extracted with ethyl acetate and the combined organic layer was washed with water and brine, dried over magnesium sulfate and evaporated to give 1-(4-isobutylphenyl)hexan-1-ol (9.32 g) as a colorless oil. The reactants are Cc1c[nH]c(Br)n1, CCOC(=O)Cc1cccc(Oc2ccc(B3OC(C)(C)C(C)(C)O3)cc2CN2C(=O)OC(c3ccccc3)C2C)c1. Product: CCOC(=O)Cc1cccc(Oc2ccc(-c3nc(C)c[nH]3)cc2CN2C(=O)OC(c3ccccc3)C2C)c1. Reaction SMILES: [Br:43][c:44]1[nH:45][cH:46][c:47]([CH3:49])[n:48]1.[CH2:1]([CH3:2])[O:3][C:4]([CH2:5][c:6]1[cH:7][c:8]([O:12][c:13]2[c:14]([CH2:28][N:29]3[C:30](=[O:41])[O:31][CH:32]([c:35]4[cH:36][cH:37][cH:38][cH:39][cH:40]4)[CH:33]3[CH3:34])[cH:15][c:16]([B:19]3[O:20][C:21]([CH3:22])([CH3:23])[C:24]([CH3:25])([CH3:26])[O:27]3)[cH:17][cH:18]2)[cH:9][cH:10][cH:11]1)=[O:42]>>[CH2:1]([CH3:2])[O:3][C:4]([CH2:5][c:6]1[cH:7][c:8]([O:12][c:13]2[c:14]([CH2:28][N:29]3[C:30](=[O:41])[O:31][CH:32]([c:35]4[cH:36][cH:37][cH:38][cH:39][cH:40]4)[CH:33]3[CH3:34])[cH:15][c:16](-[c:44]3[nH:45][cH:46][c:47]([CH3:49])[n:48]3)[cH:17][cH:18]2)[cH:9][cH:10][cH:11]1)=[O:42].